From a dataset of the Open Reaction Database (ORD), a public repository of structured organic reaction records. describe an organic reaction: reactants, conditions, products, and yield Starting materials: C1(=CC=CC=C1)CC(=O)O (Phenylacetic acid), [Na] (sodium), COC1=CC=C(CBr)C=C1 (4-methoxybenzyl bromide). Yields the product C1(=CC=CC=C1)CC(=O)OCC1=CC=C(C=C1)OC (4-methoxybenzyl phenylacetate). As a reaction SMILES: [C:1]1([CH2:7][C:8]([OH:10])=[O:9])[CH:6]=[CH:5][CH:4]=[CH:3][CH:2]=1.[Na].[CH3:12][O:13][C:14]1[CH:21]=[CH:20][C:17]([CH2:18]Br)=[CH:16][CH:15]=1>>[C:1]1([CH2:7][C:8]([O:10][CH2:18][C:17]2[CH:20]=[CH:21][C:14]([O:13][CH3:12])=[CH:15][CH:16]=2)=[O:9])[CH:6]=[CH:5][CH:4]=[CH:3][CH:2]=1 |^1:10|. Procedure: Phenylacetic acid, sodium salt, is reacted with 4-methoxybenzyl bromide to obtain 4-methoxybenzyl phenylacetate; The reactants are CC(C)CC(NC(=O)c1cc(OCC(=O)N2CCCC2C(=O)NC2CCC2)n(-c2ccccc2)n1)C(=O)OC(C)(C)C, ClCCl, O=C(O)C(F)(F)F. Yields the product CC(C)CC(NC(=O)c1cc(OCC(=O)N2CCCC2C(=O)NC2CCC2)n(-c2ccccc2)n1)C(=O)O. As a reaction SMILES: [C:1]([CH3:2])([CH3:3])([CH3:4])[O:5][C:6]([CH:7]([CH2:8][CH:9]([CH3:10])[CH3:11])[NH:12][C:13](=[O:14])[c:15]1[n:16][n:17](-[c:36]2[cH:37][cH:38][cH:39][cH:40][cH:41]2)[c:18]([O:20][CH2:21][C:22](=[O:23])[N:24]2[CH:25]([C:29]([NH:30][CH:31]3[CH2:32][CH2:33][CH2:34]3)=[O:35])[CH2:26][CH2:27][CH2:28]2)[cH:19]1)=[O:42].[Cl:50][CH2:51][Cl:52].[F:43][C:44]([F:45])([F:46])[C:47]([OH:48])=[O:49]>>[O:5]=[C:6]([CH:7]([CH2:8][CH:9]([CH3:10])[CH3:11])[NH:12][C:13](=[O:14])[c:15]1[n:16][n:17](-[c:36]2[cH:37][cH:38][cH:39][cH:40][cH:41]2)[c:18]([O:20][CH2:21][C:22](=[O:23])[N:24]2[CH:25]([C:29]([NH:30][CH:31]3[CH2:32][CH2:33][CH2:34]3)=[O:35])[CH2:26][CH2:27][CH2:28]2)[cH:19]1)[OH:42].